describe an organic reaction: reactants, conditions, products, and yield From a dataset of the Open Reaction Database (ORD), a public repository of structured organic reaction records. Reactants: [H-].[Na+] (NaH), C(=O)(OC(C)(C)C)NO (BocNHOH), S(=O)(=O)(C1=CC=C(C)C=C1)O[C@H]1C(=O)OCC1 ((R)-α-tosyloxy-γ-butyrolactone). The solvent is C(Cl)Cl (CH2Cl2), C(Cl)Cl (CH2Cl2), C(Cl)Cl (CH2Cl2). Run at temperature 0 celsius, time 30 minute. Yields the product SiO2, C(=O)(OC(C)(C)C)NO[C@@H]1C(=O)OCC1 ((S)-α-N-Boc-aminoxy-γ-butyrolactone). Yield: 89.0%. RXN SMILES: [H-].[Na+].[C:3]([NH:10][OH:11])([O:5][C:6]([CH3:9])([CH3:8])[CH3:7])=[O:4].S(O[C@@H:23]1[CH2:28][CH2:27][O:26][C:24]1=[O:25])(C1C=CC(C)=CC=1)(=O)=O>C(Cl)Cl>[C:3]([NH:10][O:11][C@H:23]1[CH2:28][CH2:27][O:26][C:24]1=[O:25])([O:5][C:6]([CH3:9])([CH3:8])[CH3:7])=[O:4] |f:0.1|. Procedure: A suspension of 60% NaH (350 mg, 8.8 mmol) in dry CH2Cl2 under N2 at 0° C. was added a solution of BocNHOH in CH2Cl2 (5 mL). The reaction mixture was stirred at 0° C. for 30 minutes, where after a solution of (R)-α-tosyloxy-γ-butyrolactone (2 g, 7.8 mmol) in CH2Cl2 (5 mL) was added. The reaction mixture was allowed to warm up to room temperature, and left with stirring overnight. The reaction mixture was quenched with 1M phosphate buffer pH=6.3 (20 mL) and the organic phase separated. The aqueou... Starting materials: S(=O)(=O)(O[O-])[O-].[K+].[K+] (potassium peroxymonosulfate), S(=O)(=O)(O[O-])[O-].[K+].[K+] (potassium peroxymonosulfate), S(=O)(=O)([O-])S(=O)[O-].[Na+].[Na+] (sodium metabisulfite), ClC1=C(C=CC=C1)C=1N(C2=NC(=NC(=C2N1)N1CCN(CC1)C)C)CCSC (8-(2-chlorophenyl)-2-methyl-6-(4-methylpiperazin-1-yl)-9-(2-methylsulfanylethyl)purine), O1CCCC1 (tetrahydrofuran), S(=O)(=O)(O[O-])[O-].[K+].[K+] (potassium peroxymonosulfate). The solvent is CO (methanol), O (water). Conditions: time 30 minute. Yields the product ClC1=C(C=CC=C1)C=1N(C2=NC(=NC(=C2N1)N1CCN(CC1)C)C)CCS(=O)(=O)C (8-(2-chlorophenyl)-2-methyl-6-(4-methylpiperazin-1-yl)-9-(2-methylsulfonylethyl)purine). RXN SMILES: [Cl:1][C:2]1[CH:7]=[CH:6][CH:5]=[CH:4][C:3]=1[C:8]1[N:9]([CH2:25][CH2:26]SC)[C:10]2[C:15]([N:16]=1)=[C:14]([N:17]1[CH2:22][CH2:21][N:20]([CH3:23])[CH2:19][CH2:18]1)[N:13]=[C:12]([CH3:24])[N:11]=2.[S:29]([O-:34])(O[O-])(=O)=[O:30].[K+].[K+].S(S([O-])=O)([O-])(=O)=O.[Na+].[Na+].O1CCC[CH2:47]1>CO.O>[Cl:1][C:2]1[CH:7]=[CH:6][CH:5]=[CH:4][C:3]=1[C:8]1[N:9]([CH2:25][CH2:26][S:29]([CH3:47])(=[O:34])=[O:30])[C:10]2[C:15]([N:16]=1)=[C:14]([N:17]1[CH2:22][CH2:21][N:20]([CH3:23])[CH2:19][CH2:18]1)[N:13]=[C:12]([CH3:24])[N:11]=2 |f:1.2.3,4.5.6|. Procedure details: Dissolve 8-(2-chlorophenyl)-2-methyl-6-(4-methylpiperazin-1-yl)-9-(2-methylsulfanylethyl)purine (38.5 g, 92.3 mmol) in a solution of tetrahydrofuran (277 mL) and methanol (277 mL). Prepare a solution of potassium peroxymonosulfate (Oxone®) (79.5 g, 129.3 mmol) in water (554 mL). Add the potassium peroxymonosulfate solution (300 mL) over a 5 min period and stir for 30 min. Then add additional potassium peroxymonosulfate solution (150 mL, followed by 50 mL after 30 min). Stir the reaction mixture ... Starting materials: N1=CC=C(C=C1)N1CCC(CC1)C(=O)Cl (1-(4-pyridyl)piperidine-4-carbonyl chloride), NC(CNC(CNS(=O)(=O)C1=CC2=CC=CC=C2C=C1)=O)C(=O)N1CCCCC1 (N-[2-amino-2-(piperidinocarbonyl)ethyl]-2-(2-naphthalenesulphonamido)-acetamide). Product: C1=C(C=CC2=CC=CC=C12)S(=O)(=O)NCC(=O)NCC(NC(=O)C1CCN(CC1)C1=CC=NC=C1)C(=O)N1CCCCC1 (2-(2-naphthalenesulphonamido)-N-{2-piperidinocarbonyl-2-[1-(4-pyridyl)piperidin-4-ylcarbonylamino]ethyl}acetamide). Yield: 41.0%. As a reaction SMILES: [N:1]1[CH:6]=[CH:5][C:4]([N:7]2[CH2:12][CH2:11][CH:10]([C:13](Cl)=[O:14])[CH2:9][CH2:8]2)=[CH:3][CH:2]=1.[NH2:16][CH:17]([C:37]([N:39]1[CH2:44][CH2:43][CH2:42][CH2:41][CH2:40]1)=[O:38])[CH2:18][NH:19][C:20](=[O:36])[CH2:21][NH:22][S:23]([C:26]1[CH:35]=[CH:34][C:33]2[C:28](=[CH:29][CH:30]=[CH:31][CH:32]=2)[CH:27]=1)(=[O:25])=[O:24]>>[CH:27]1[C:28]2[C:33](=[CH:32][CH:31]=[CH:30][CH:29]=2)[CH:34]=[CH:35][C:26]=1[S:23]([NH:22][CH2:21][C:20]([NH:19][CH2:18][CH:17]([C:37]([N:39]1[CH2:44][CH2:43][CH2:42][CH2:41][CH2:40]1)=[O:38])[NH:16][C:13]([CH:10]1[CH2:11][CH2:12][N:7]([C:4]2[CH:5]=[CH:6][N:1]=[CH:2][CH:3]=2)[CH2:8][CH2:9]1)=[O:14])=[O:36])(=[O:25])=[O:24]. Procedure: Using an analogous procedure to that described in Example 1, 1-(4-pyridyl)piperidine-4-carbonyl chloride was reacted with N-[2-amino-2-(piperidinocarbonyl)ethyl]-2-(2-naphthalenesulphonamido)-acetamide to give 2-(2-naphthalenesulphonamido)-N-{2-piperidinocarbonyl-2-[1-(4-pyridyl)piperidin-4-ylcarbonylamino]ethyl}acetamide in 41% yield, m.p. 200-202° C.; The reactants are CC#CCO, [Cl-], Fc1cccc(Cl)c1Cc1cc(Cl)ncn1, [H-], [NH4+], [Na+], C1CCOC1. The product is CC#CCOc1cc(Cc2c(F)cccc2Cl)ncn1. As a reaction SMILES: [CH2:3]([C:4]#[C:5][CH3:6])[OH:7].[Cl-:24].[Cl:8][c:9]1[n:10][cH:11][n:12][c:13]([CH2:15][c:16]2[c:17]([Cl:23])[cH:18][cH:19][cH:20][c:21]2[F:22])[cH:14]1.[H-:1].[NH4+:25].[Na+:2].[O:26]1[CH2:27][CH2:28][CH2:29][CH2:30]1>>[CH2:3]([C:4]#[C:5][CH3:6])[O:7][c:9]1[n:10][cH:11][n:12][c:13]([CH2:15][c:16]2[c:17]([Cl:23])[cH:18][cH:19][cH:20][c:21]2[F:22])[cH:14]1.